This data is from the Open Reaction Database (ORD), a public repository of structured organic reaction records. The task is: describe an organic reaction: reactants, conditions, products, and yield Reactants: OC1=C(C2=C(C(CO2)=O)C=C1)CN1CCN(CC1)C(=O)OC(C)(C)C (tert-butyl 4-[(6-hydroxy-3-oxo-2,3-dihydrobenzofuran-7-yl)methyl]piperazine-1-carboxylate), CC=1C=C2C(=CNC2=CC1)C=O (5-methyl-1H-indole-3-carboxaldehyde). Reagents/catalysts: N1CCCCC1 (piperidine). Solvent: CO (methanol). Reaction conditions: temperature 50 celsius, time 2 hour. Product: OC1=C(C2=C(C(/C(/O2)=C/C2=CNC3=CC=C(C=C23)C)=O)C=C1)CN1CCN(CC1)C(=O)OC(C)(C)C (tert-butyl (Z)-4-({6-hydroxy-2-[(5-methyl-1H-indol-3-yl)methylene]-3-oxo-2,3-dihydrobenzofuran-7-yl}methyl)piperazine-1-carboxylate). Yield: 571.9%. Reaction SMILES: [OH:1][C:2]1[CH:11]=[CH:10][C:5]2[C:6](=[O:9])[CH2:7][O:8][C:4]=2[C:3]=1[CH2:12][N:13]1[CH2:18][CH2:17][N:16]([C:19]([O:21][C:22]([CH3:25])([CH3:24])[CH3:23])=[O:20])[CH2:15][CH2:14]1.[CH3:26][C:27]1[CH:28]=[C:29]2[C:33](=[CH:34][CH:35]=1)[NH:32][CH:31]=[C:30]2[CH:36]=O>CO.N1CCCCC1>[OH:1][C:2]1[CH:11]=[CH:10][C:5]2[C:6](=[O:9])/[C:7](=[CH:36]/[C:30]3[C:29]4[C:33](=[CH:34][CH:35]=[C:27]([CH3:26])[CH:28]=4)[NH:32][CH:31]=3)/[O:8][C:4]=2[C:3]=1[CH2:12][N:13]1[CH2:14][CH2:15][N:16]([C:19]([O:21][C:22]([CH3:25])([CH3:24])[CH3:23])=[O:20])[CH2:17][CH2:18]1. Reported procedure: A solution of tert-butyl 4-[(6-hydroxy-3-oxo-2,3-dihydrobenzofuran-7-yl)methyl]piperazine-1-carboxylate (0.070 g, 0.020 mmol) in methanol (2.0 mL) was added with 5-methyl-1H-indole-3-carboxaldehyde (0.034 g, 0.021 mmol). Then, the mixture was added with 5 drops of piperidine, and the mixture was stirred at 50° C. for 2 hours. The reaction mixture was cooled to room temperature, and then filtered through Celite, and the filtrate was concentrated under reduced pressure. The residue was subjected t... The reactants are ClC=1C=CC(=C2C=CC=NC12)O (8-chloro-5-hydroxyquinoline), C1(=CC=CC=C1)C(N1CCNCC1)C1=CC=CC=C1 (1-diphenylmethylpiperazine). Yields the product C1(=CC=CC=C1)C(N1CCN(CC1)CC(COC1=C2C=CC=NC2=C(C=C1)Cl)O)C1=CC=CC=C1 (5-[3-(4-diphenylmethylpiperazine-1-yl)-2-hydroxypropoxy]-8-chloroquinoline). As a reaction SMILES: [Cl:1][C:2]1[CH:3]=[CH:4][C:5]([OH:12])=[C:6]2[C:11]=1[N:10]=[CH:9][CH:8]=[CH:7]2.[C:13]1([CH:19]([C:26]2[CH:31]=[CH:30][CH:29]=[CH:28][CH:27]=2)[N:20]2[CH2:25][CH2:24][NH:23][CH2:22][CH2:21]2)[CH:18]=[CH:17][CH:16]=[CH:15][CH:14]=1>>[C:26]1([CH:19]([C:13]2[CH:14]=[CH:15][CH:16]=[CH:17][CH:18]=2)[N:20]2[CH2:21][CH2:22][N:23]([CH2:4][CH:5]([OH:12])[CH2:6][O:12][C:5]3[CH:4]=[CH:3][C:2]([Cl:1])=[C:11]4[C:6]=3[CH:7]=[CH:8][CH:9]=[N:10]4)[CH2:24][CH2:25]2)[CH:31]=[CH:30][CH:29]=[CH:28][CH:27]=1. Procedure details: Following the same procedure as in Example 23-(c), reaction and treatment were carried out using 0.64 g of 8-chloro-5-hydroxyquinoline and 1.48 g of 4-chloro-2-hydroxypropyl)-1-diphenylmethylpiperazine synthesized in Example 23-(b), in order to obtain 0.68 g of 5-[3-(4-diphenylmethylpiperazine-1-yl)-2-hydroxypropoxy]-8-chloroquinoline. Starting materials: C(CC)OC(N[C@H](C(C)(C)SC(C)C)C(=O)N1[C@@H](CCC1)C(NC[C@@H]1CC[C@H](CC1)N)=O)=O ([(S)-1-[(S)-2-[(trans-4-aminocyclohexylmethyl)carbamoyl]pyrrolidine-1-carbonyl]-2-isopropylthio-2-methylpropyl]carbamic acid propyl ester), [N+](=O)(O)[O-] (nitric acid). Run in C(C)O (ethanol). Run at time 30 minute. Yields the product [N+](=O)(O)[O-].C(CC)OC(N[C@H](C(C)(C)SC(C)C)C(=O)N1[C@@H](CCC1)C(NC[C@@H]1CC[C@H](CC1)N)=O)=O ([(S)-1-[(S)-2-[(trans-4-aminocyclohexylmethyl)carbamoyl]pyrrolidine-1-carbonyl]-2-isopropylthio-2-methylpropyl]carbamic acid propyl ester nitrate). As a reaction SMILES: [CH2:1]([O:4][C:5](=[O:33])[NH:6][C@@H:7]([C:15]([N:17]1[CH2:21][CH2:20][CH2:19][C@H:18]1[C:22](=[O:32])[NH:23][CH2:24][C@H:25]1[CH2:30][CH2:29][C@H:28]([NH2:31])[CH2:27][CH2:26]1)=[O:16])[C:8]([S:11][CH:12]([CH3:14])[CH3:13])([CH3:10])[CH3:9])[CH2:2][CH3:3].[N+:34]([O-:37])([OH:36])=[O:35]>C(O)C>[N+:34]([O-:37])([OH:36])=[O:35].[CH2:1]([O:4][C:5](=[O:33])[NH:6][C@@H:7]([C:15]([N:17]1[CH2:21][CH2:20][CH2:19][C@H:18]1[C:22](=[O:32])[NH:23][CH2:24][C@H:25]1[CH2:26][CH2:27][C@H:28]([NH2:31])[CH2:29][CH2:30]1)=[O:16])[C:8]([S:11][CH:12]([CH3:13])[CH3:14])([CH3:9])[CH3:10])[CH2:2][CH3:3] |f:3.4|. Procedure details: 0.49 g of [(S)-1-[(S)-2-[(trans-4-aminocyclohexylmethyl)carbamoyl]pyrrolidine-1-carbonyl]-2-isopropylthio-2-methylpropyl]carbamic acid propyl ester obtained in Example 1 was dissolved in 5 ml of ethanol, and 1.0 ml of 1N nitric acid was added thereto, followed by stirring at room temperature for 30 minutes. The solvent was distilled off under reduced pressure, and then, 5 ml of toluene was added thereto and then distilled off under reduced pressure. The residue was dried under a reduced pressure... Procedure details: 2] To 6-bromo-2-pyridinecarboxaldehyde (400 mg, 2.16 mmol) was added L-leucinol (0.42 mL, 3.24 mmol) in dry CH2Cl2 (10 mL) to give 2-[(6-bromo-pyridin-2-ylmethyl)-amino]-4-methyl-pentan-1-ol as brown solid. MS m/z: 287.6 (M+H). Calc'd for Cl2H19BrN2O: 287.2. The product is BrC1=CC=CC(=N1)CNC(CO)CC(C)C (2-[(6-bromo-pyridin-2-ylmethyl)-amino]-4-methyl-pentan-1-ol). The solvent is C(Cl)Cl (CH2Cl2). Starting materials: BrC1=CC=CC(=N1)C=O (6-bromo-2-pyridinecarboxaldehyde), N[C@@H](CC(C)C)CO (L-leucinol). RXN SMILES: [Br:1][C:2]1[N:7]=[C:6]([CH:8]=O)[CH:5]=[CH:4][CH:3]=1.[NH2:10][C@H:11]([CH2:16][OH:17])[CH2:12][CH:13]([CH3:15])[CH3:14]>C(Cl)Cl>[Br:1][C:2]1[N:7]=[C:6]([CH2:8][NH:10][CH:11]([CH2:12][CH:13]([CH3:15])[CH3:14])[CH2:16][OH:17])[CH:5]=[CH:4][CH:3]=1. Reactants: [BH4-], Cn1c(COc2ccc(Cl)cc2)c(C(=O)C(=O)N2CCC(N3CCCCC3)CC2)c2ccccc21, CCO, [Na+]. The product is Cn1c(COc2ccc(Cl)cc2)c(C(O)C(=O)N2CCC(N3CCCCC3)CC2)c2ccccc21. Reaction SMILES: [BH4-:36].[CH3:1][n:2]1[c:3]([CH2:27][O:28][c:29]2[cH:30][cH:31][c:32]([Cl:35])[cH:33][cH:34]2)[c:4]([C:11]([C:12](=[O:13])[N:14]2[CH2:15][CH2:16][CH:17]([N:20]3[CH2:21][CH2:22][CH2:23][CH2:24][CH2:25]3)[CH2:18][CH2:19]2)=[O:26])[c:5]2[cH:6][cH:7][cH:8][cH:9][c:10]12.[CH3:38][CH2:39][OH:40].[Na+:37]>>[CH3:1][n:2]1[c:3]([CH2:27][O:28][c:29]2[cH:30][cH:31][c:32]([Cl:35])[cH:33][cH:34]2)[c:4]([CH:11]([C:12](=[O:13])[N:14]2[CH2:15][CH2:16][CH:17]([N:20]3[CH2:21][CH2:22][CH2:23][CH2:24][CH2:25]3)[CH2:18][CH2:19]2)[OH:26])[c:5]2[cH:6][cH:7][cH:8][cH:9][c:10]12. Starting materials: O=[Ag], CCCCCCCCCCCOc1cnc(-c2ccc(C=CCCCC(C)O)cc2)nc1, CI. Product: CCCCCCCCCCCOc1cnc(-c2ccc(C=CCCCC(C)OC)cc2)nc1. Reaction SMILES: [Ag:35]=[O:36].[CH2:1]([CH2:2][CH2:3][CH2:4][CH2:5][CH2:6][CH2:7][CH2:8][CH2:9][CH2:10][CH3:11])[O:12][c:13]1[cH:14][n:15][c:16](-[c:19]2[cH:20][cH:21][c:22]([CH:25]=[CH:26][CH2:27][CH2:28][CH2:29][CH:30]([CH3:31])[OH:32])[cH:23][cH:24]2)[n:17][cH:18]1.[CH3:33][I:34]>>[CH2:1]([CH2:2][CH2:3][CH2:4][CH2:5][CH2:6][CH2:7][CH2:8][CH2:9][CH2:10][CH3:11])[O:12][c:13]1[cH:14][n:15][c:16](-[c:19]2[cH:20][cH:21][c:22]([CH:25]=[CH:26][CH2:27][CH2:28][CH2:29][CH:30]([CH3:31])[O:32][CH3:33])[cH:23][cH:24]2)[n:17][cH:18]1. The reactants are COC(=N)NC(=O)OCc1ccccc1, NCCN. Yields the product N=C(NCCN)NC(=O)OCc1ccccc1. As a reaction SMILES: [CH2:1]([c:2]1[cH:3][cH:4][cH:5][cH:6][cH:7]1)[O:8][C:9](=[O:10])[NH:11][C:12]([O:13][CH3:14])=[NH:15].[NH2:16][CH2:17][CH2:18][NH2:19]>>[CH2:1]([c:2]1[cH:3][cH:4][cH:5][cH:6][cH:7]1)[O:8][C:9](=[O:10])[NH:11][C:12](=[NH:15])[NH:19][CH2:18][CH2:17][NH2:16]. Starting materials: O=C([O-])[O-], Cc1ccc(NCc2cccnc2)cc1, CS(=O)(=O)Cl, ClCCl, [K+], [K+]. The product is Cc1ccc(N(Cc2cccnc2)S(C)(=O)=O)cc1. RXN SMILES: [C:16](=[O:17])([O-:18])[O-:19].[CH3:1][c:2]1[cH:3][cH:4][c:5]([NH:8][CH2:9][c:10]2[cH:11][n:12][cH:13][cH:14][cH:15]2)[cH:6][cH:7]1.[CH3:22][S:23]([Cl:24])(=[O:25])=[O:26].[Cl:27][CH2:28][Cl:29].[K+:20].[K+:21]>>[CH3:1][c:2]1[cH:3][cH:4][c:5]([N:8]([CH2:9][c:10]2[cH:11][n:12][cH:13][cH:14][cH:15]2)[S:23]([CH3:22])(=[O:25])=[O:26])[cH:6][cH:7]1. Reactants: CC(C)(C)OC(=O)c1ccc(Oc2cccc([N+](=O)[O-])c2)cc1NC(=O)c1ccccc1, O=C(O)C(F)(F)F. The product is O=C(Nc1cc(Oc2cccc([N+](=O)[O-])c2)ccc1C(=O)O)c1ccccc1. Reaction SMILES: [C:8]([c:9]1[cH:10][cH:11][cH:12][cH:13][cH:14]1)(=[O:15])[NH:16][c:17]1[c:18]([C:19](=[O:20])[O:21][C:22]([CH3:23])([CH3:24])[CH3:25])[cH:26][cH:27][c:28]([O:30][c:31]2[cH:32][c:33]([N+:37](=[O:38])[O-:39])[cH:34][cH:35][cH:36]2)[cH:29]1.[OH:1][C:2]([C:3]([F:4])([F:5])[F:6])=[O:7]>>[C:8]([c:9]1[cH:10][cH:11][cH:12][cH:13][cH:14]1)(=[O:15])[NH:16][c:17]1[c:18]([C:19](=[O:20])[OH:21])[cH:26][cH:27][c:28]([O:30][c:31]2[cH:32][c:33]([N+:37](=[O:38])[O-:39])[cH:34][cH:35][cH:36]2)[cH:29]1.